This data is from the Open Reaction Database (ORD), a public repository of structured organic reaction records. The task is: describe an organic reaction: reactants, conditions, products, and yield Reactants: C(=O)C1=C(N=C2N1C=CC=C2O)C (3-formyl-8-hydroxy-2-methyl-imidazo[1,2-a]pyridine), Br[C@H]1[C@@H](C2=CC=CC=C2C1)O ((trans)-2-bromo-1-indanol), C([O-])([O-])=O.[K+].[K+] (potassium carbonate). Solvent: CO.O (methanol water). Yields the product C(=O)C1=C(N=C2N1C=CC=C2O[C@H]2[C@@H](CC1=CC=CC=C21)O)C (3-formyl-8-(2-(trans)-hydroxy-2,3-dihydro-1-indenyloxy)-2-methyl-imidazo[1,2-a]pyridine). Reaction SMILES: [CH:1]([C:3]1[N:7]2[CH:8]=[CH:9][CH:10]=[C:11]([OH:12])[C:6]2=[N:5][C:4]=1[CH3:13])=[O:2].Br[C@@H:15]1[CH2:23][C:22]2[C:17](=[CH:18][CH:19]=[CH:20][CH:21]=2)[C@H:16]1O.C(=O)([O-])[O-:26].[K+].[K+]>CO.O>[CH:1]([C:3]1[N:7]2[CH:8]=[CH:9][CH:10]=[C:11]([O:12][C@@H:16]3[C:17]4[C:22](=[CH:21][CH:20]=[CH:19][CH:18]=4)[CH2:23][C@H:15]3[OH:26])[C:6]2=[N:5][C:4]=1[CH3:13])=[O:2] |f:2.3.4,5.6|. Procedure details: A mixture of 4.4 g (25 mmol) 3-formyl-8-hydroxy-2-methyl-imidazo[1,2-a]pyridine, 10.7 g (50 mmol) (trans)-2-bromo-1-indanol and 13.8 g of potassium carbonate is stirred in 120 ml of methanol/water (4:1) for 16 hours at 40° C. The mixture is worked up analogously to Example 21 and the yield of the title compound m.p. 200°-202° C. (from methanol) is 4.8 g (62%). Reactants: C[Si](C)(C)[N-][Si](C)(C)C, Cc1ccccc1, [Li+], O, CC(C)(C)C(=O)N1C(=O)CCC1Cc1ccc(-c2ccccc2)cc1, Br[Se]c1ccccc1. Product: CC(C)(C)C(=O)N1C(=O)C=CC1Cc1ccc(-c2ccccc2)cc1. RXN SMILES: [CH3:26][Si:27]([N-:28][Si:29]([CH3:30])([CH3:31])[CH3:32])([CH3:33])[CH3:34].[CH3:45][c:46]1[cH:47][cH:48][cH:49][cH:50][cH:51]1.[Li+:35].[OH2:44].[c:1]1(-[c:20]2[cH:21][cH:22][cH:23][cH:24][cH:25]2)[cH:2][cH:3][c:4]([CH2:7][CH:8]2[CH2:9][CH2:10][C:11](=[O:19])[N:12]2[C:13]([C:14]([CH3:15])([CH3:16])[CH3:17])=[O:18])[cH:5][cH:6]1.[c:36]1([Se:37][Br:38])[cH:39][cH:40][cH:41][cH:42][cH:43]1>>[c:1]1(-[c:20]2[cH:21][cH:22][cH:23][cH:24][cH:25]2)[cH:2][cH:3][c:4]([CH2:7][CH:8]2[CH:9]=[CH:10][C:11](=[O:19])[N:12]2[C:13]([C:14]([CH3:15])([CH3:16])[CH3:17])=[O:18])[cH:5][cH:6]1. Reactants: BrCC(=O)C1=CC=CC2=CC3=C(C=CC=C3C=C12)C(CBr)=O (1,5-bis(bromoacetyl)anthracene), C(C)NCC (diethylamine), Br (hydrobromic acid). Run in C1=CC=CC=C1 (benzene). Yields the product O.Br.Br.C(C)N(CC)CC(=O)C1=CC=CC2=CC3=C(C=CC=C3C=C12)C(CN(CC)CC)=O.C(C)N(CC)CC(=O)C1=CC=CC2=CC3=C(C=CC=C3C=C12)C(CN(CC)CC)=O.Br.Br (1,5-bis(diethylaminoacetyl)anthracene dihydrobromide hemihydrate). As a reaction SMILES: [Br:1][CH2:2][C:3]([C:5]1[C:18]2[C:9](=[CH:10][C:11]3[C:16]([CH:17]=2)=[CH:15][CH:14]=[CH:13][C:12]=3[C:19](=[O:22])[CH2:20]Br)[CH:8]=[CH:7][CH:6]=1)=[O:4].[CH2:23]([NH:25][CH2:26][CH3:27])[CH3:24].[BrH:28]>C1C=CC=CC=1>[OH2:4].[BrH:1].[BrH:28].[CH2:23]([N:25]([CH2:2][C:3]([C:5]1[C:18]2[C:9](=[CH:10][C:11]3[C:16]([CH:17]=2)=[CH:15][CH:14]=[CH:13][C:12]=3[C:19](=[O:22])[CH2:20][N:25]([CH2:26][CH3:27])[CH2:23][CH3:24])[CH:8]=[CH:7][CH:6]=1)=[O:4])[CH2:26][CH3:27])[CH3:24].[CH2:23]([N:25]([CH2:2][C:3]([C:5]1[C:18]2[C:9](=[CH:10][C:11]3[C:16]([CH:17]=2)=[CH:15][CH:14]=[CH:13][C:12]=3[C:19](=[O:22])[CH2:20][N:25]([CH2:26][CH3:27])[CH2:23][CH3:24])[CH:8]=[CH:7][CH:6]=1)=[O:4])[CH2:26][CH3:27])[CH3:24].[BrH:1].[BrH:1] |f:4.5.6.7.8.9.10|. Reported procedure: A solution of 18.2 g of 1,5-bis(bromoacetyl)anthracene, (0.042 mole) and 12.5 g of diethylamine (0.17 mole) in 1.6 liters of benzene is refluxed for 2.5 hours. On cooling, excess saturated ethereal hydrobromic acid is added to precipitate the product as the dihydrobromide hemihydrate. Recrystallization of this salt from 200 ml of methanol yields 12 g of 1,5-bis(diethylaminoacetyl)anthracene dihydrobromide hemihydrate, m.p. 285°-6° C.